This data is from the Open Reaction Database (ORD), a public repository of structured organic reaction records. The task is: describe an organic reaction: reactants, conditions, products, and yield Reactants: ( 3 ), ( 2 ), ClC1=CC=C(C=C1)C(C(C1=CC=C(C=C1)Cl)Br)=O (p-chloro-2-bromo-2-(p-chlorophenyl)acetophenone), ClC1=CC=C(C=C1)CC(=O)O (p-chlorophenylacetic acid), FC(C=1SC(=C(N1)C1=CC=C(C=C1)Cl)C1=CC=C(C=C1)Cl)(F)F (2-Trifluoromethyl-4,5-bis(p-chlorophenyl)thiazole), FC1=CC=CC=C1 (fluorobenzene). The solvent is ClC1=CC=CC=C1 (chlorobenzene). Yields the product FC1=CC=C(C=C1)C(C(C1=CC=C(C=C1)F)Br)=O (p-fluoro-2-bromo-2-(p-fluorophenyl)acetophenone). As a reaction SMILES: ClC1C=CC([C:8](=[O:18])[CH:9]([Br:17])[C:10]2[CH:15]=[CH:14][C:13](Cl)=[CH:12][CH:11]=2)=CC=1.[F:19]C(F)(F)C1SC(C2C=CC(Cl)=CC=2)=C(C2C=CC(Cl)=CC=2)N=1.ClC1C=CC(CC(O)=O)=CC=1.[F:53][C:54]1[CH:59]=[CH:58][CH:57]=[CH:56][CH:55]=1>ClC1C=CC=CC=1>[F:53][C:54]1[CH:59]=[CH:58][C:57]([C:8](=[O:18])[CH:9]([Br:17])[C:10]2[CH:15]=[CH:14][C:13]([F:19])=[CH:12][CH:11]=2)=[CH:56][CH:55]=1. Procedure details: The above acetophenones are prepared as in Steps I and II of Example 2. (1) Substituting phenylacetic acid for p-chlorophenylacetic acid and benzene for chlorobenzene affords 2-bromo-2-phenylacetophenone. (2) The preparation of p-chloro-2-bromo-2-(p-chlorophenyl)acetophenone is described in Steps I and II of Example 2. (3) Substituting p-fluorophenylacetic acid for p-chlorophenylacetic acid and fluorobenzene for chlorobenzene affords p-fluoro-2-bromo-2-(p-fluorophenyl)acetophenone. (4) Substitut... Reactants: CC(C)([O-])C.[K+] (potassium tert-butoxide), Cl.CN(CCCl)C (2-dimethylaminoethyl chloride hydrochloride), NC1=NC(=C(C(=C1C#N)C1=CC=C(C=C1)O)C#N)SCC1=CC=CC=C1 (2-amino-6-(benzylthio)-4-(4-hydroxyphenyl)pyridine-3,5-dicarbonitrile), Example A 383. Solvent: C(C)O (ethanol). Reaction conditions: time 1 hour. Yields the product NC1=NC(=C(C(=C1C#N)C1=CC=C(C=C1)OCCN(C)C)C#N)SCC1=CC=CC=C1 (2-Amino-6-(benzylthio)-4-{4-[2-(dimethylamino)ethoxy]phenyl}pyridine-3,5-dicarbonitrile). RXN SMILES: CC(C)([O-])C.[K+].[NH2:7][C:8]1[C:13]([C:14]#[N:15])=[C:12]([C:16]2[CH:21]=[CH:20][C:19]([OH:22])=[CH:18][CH:17]=2)[C:11]([C:23]#[N:24])=[C:10]([S:25][CH2:26][C:27]2[CH:32]=[CH:31][CH:30]=[CH:29][CH:28]=2)[N:9]=1.Cl.[CH3:34][N:35]([CH3:39])[CH2:36][CH2:37]Cl>C(O)C>[NH2:7][C:8]1[C:13]([C:14]#[N:15])=[C:12]([C:16]2[CH:17]=[CH:18][C:19]([O:22][CH2:37][CH2:36][N:35]([CH3:39])[CH3:34])=[CH:20][CH:21]=2)[C:11]([C:23]#[N:24])=[C:10]([S:25][CH2:26][C:27]2[CH:32]=[CH:31][CH:30]=[CH:29][CH:28]=2)[N:9]=1 |f:0.1,3.4|. Reported procedure: 6.31 g (56.2 mmol) of potassium tert-butoxide are added to a solution of 8.39 g (23.4 mmol) of 2-amino-6-(benzylthio)-4-(4-hydroxyphenyl)pyridine-3,5-dicarbonitrile [preparation according to WO 01/25210, Example A 383, from 2-amino-4-(4-hydroxyphenyl)-6-mercaptopyridine-3,5-dicarbonitrile and benzyl bromide] in 105.5 ml of ethanol. The mixture is stirred at RT for 1 h, and 4.05 g (28.1 mmol) of 2-dimethylaminoethyl chloride hydrochloride are then added. The mixture is then stirred at +78° C. for... The solvent is C1CCOC1 (THF). Reactants: C(C1=CC=CC=C1)OC1=CC=C2C=NN(C2=C1)C1OCCCC1.CN(C(CC)=O)C (6-(benzyloxy)-1-(tetrahydro-2H-pyran-2-yl)-indazole N,N-dimethylpropanamide). Reaction conditions: time 8 hour. As a reaction SMILES: C([O:8][C:9]1[CH:17]=[C:16]2[C:12]([CH:13]=[N:14][N:15]2[CH:18]2[CH2:23][CH2:22][CH2:21][CH2:20][O:19]2)=[CH:11][CH:10]=1)C1C=CC=CC=1.[CH3:24][N:25]([CH3:30])[C:26](=[O:29])[CH2:27][CH3:28]>C1COCC1>[OH:8][C:9]1[CH:17]=[C:16]2[C:12]([CH:13]=[N:14][N:15]2[CH:18]2[CH2:23][CH2:22][CH2:21][CH2:20][O:19]2)=[CH:11][CH:10]=1.[CH3:24][N:25]([CH3:30])[C:26](=[O:29])[CH2:27][CH3:28] |f:0.1,3.4|. Procedure details: 5% palladium on carbon-STD-type-50% wet with water (224 mg; manufactured by N.E. Chemcat Corp.), and a THF solution of 3-(6-(benzyloxy)-1-(tetrahydro-2H-pyran-2-yl)-indazole-N,N-dimethylpropanamide that can be produced by the method described in Reference Example 51 or the like [6.3 mL; prepared by dissolving 3-(6-(benzyloxy)-1-(tetrahydro-2H-pyran-2-yl)-indazole-N,N-dimethylpropanamide (596 mg) in dehydrated THF (7.3 mL)) were mixed, and the reaction system was purged with hydrogen. Under a hyd... The yield is 82.4%. Product: OC1=CC=C2C=NN(C2=C1)C1OCCCC1.CN(C(CC)=O)C (6-Hydroxy-1-(tetrahydro-2H-pyran-2-yl)-indazole N,N -dimethylpropanamide). Starting materials: CCO, Cl, N#CCSc1cc(OC(F)(F)F)ccc1N. The product is NC1=Nc2ccc(OC(F)(F)F)cc2SC1. RXN SMILES: [CH3:17][CH2:18][OH:19].[ClH:20].[NH2:1][c:2]1[c:3]([S:13][CH2:14][C:15]#[N:16])[cH:4][c:5]([O:8][C:9]([F:10])([F:11])[F:12])[cH:6][cH:7]1>>[N:1]1=[C:15]([NH2:16])[CH2:14][S:13][c:3]2[c:2]1[cH:7][cH:6][c:5]([O:8][C:9]([F:10])([F:11])[F:12])[cH:4]2. Starting materials: Cl (hydrochloric acid), C[Si](C)(C)[N-][Si](C)(C)C.[K+] (potassium bis(trimethylsilyl)amide), FC1=CC=C(C=C1)OC (4-fluoroanisole), C(C(C)C)#N (isobutyronitrile). The solvent is O1CCCC1 (tetrahydrofuran). The product is COC1=CC=C(C=C1)C(C#N)(C)C (2-(4-methoxy-phenyl)-2-methyl-propionitrile). Isolated yield 52.0%. RXN SMILES: C[Si]([N-][Si](C)(C)C)(C)C.[K+].F[C:12]1[CH:17]=[CH:16][C:15]([O:18][CH3:19])=[CH:14][CH:13]=1.[C:20](#[N:24])[CH:21]([CH3:23])[CH3:22].Cl>O1CCCC1>[CH3:19][O:18][C:15]1[CH:16]=[CH:17][C:12]([C:21]([CH3:23])([CH3:22])[C:20]#[N:24])=[CH:13][CH:14]=1 |f:0.1|. Reported procedure: Add potassium bis(trimethylsilyl)amide (39.90 g, 200 mmol) to a stirred solution of 4-fluoroanisole (15.0 mL, 133 mmol), isobutyronitrile (49.0 mL, 539 mmol) and anhydrous tetrahydrofuran (150 mL). Heat the reaction to reflux under nitrogen for 72 h. Cool the reaction to room temperature, pour it into 1 N hydrochloric acid (300 mL), and extract with diethyl ether (3×100 mL). Wash the diethyl ether extracts with brine (100 mL), dry the extracts over magnesium sulfate, filter, and concentrate on a... Starting materials: C(C1=CC=CC=C1)(C1=CC=CC=C1)(C1=CC=CC=C1)N(CCOCCCCC1=CC=CC=C1)CCOCC1=CC=C(C=C1)C=1OC2=C(N1)C=CC=C2 (N-trityl-N-[2-(4-(benzoxazol-2-yl)benzyloxy)ethyl]-2-(4-phenylbutoxy)ethanamine), CCO.Cl (EtOH HCl). Run in CO (methanol), C(Cl)Cl (CH2Cl2), CCO (EtOH), CO (methanol). The product is Cl.O1C(=NC2=C1C=CC=C2)C2=CC=C(COCCNCCOCCCCC1=CC=CC=C1)C=C2 (N-[2-(4-(benzoxazol-2-yl)benzyloxy)ethyl]-2-(4-phenylbutoxy)ethanamine hydrochloride). As a reaction SMILES: C([N:20]([CH2:34][CH2:35][O:36][CH2:37][C:38]1[CH:43]=[CH:42][C:41]([C:44]2[O:45][C:46]3[CH:52]=[CH:51][CH:50]=[CH:49][C:47]=3[N:48]=2)=[CH:40][CH:39]=1)[CH2:21][CH2:22][O:23][CH2:24][CH2:25][CH2:26][CH2:27][C:28]1[CH:33]=[CH:32][CH:31]=[CH:30][CH:29]=1)(C1C=CC=CC=1)(C1C=CC=CC=1)C1C=CC=CC=1.CCO.[ClH:56]>C(Cl)Cl.CCO.CO>[ClH:56].[O:45]1[C:46]2[CH:52]=[CH:51][CH:50]=[CH:49][C:47]=2[N:48]=[C:44]1[C:41]1[CH:42]=[CH:43][C:38]([CH2:37][O:36][CH2:35][CH2:34][NH:20][CH2:21][CH2:22][O:23][CH2:24][CH2:25][CH2:26][CH2:27][C:28]2[CH:29]=[CH:30][CH:31]=[CH:32][CH:33]=2)=[CH:39][CH:40]=1 |f:1.2,6.7|. Procedure details: N-trityl-N-[2-(4-(benzoxazol-2-yl)benzyloxy)ethyl]-2-(4-phenylbutoxy)ethanamine (600 mg) is dissolved in a solution of CH2Cl2 (10 ml) and EtOH (10 ml) and treated with a solution of EtOH/HCl until acidic by pH paper. The solution is concentrated in vacuo, then purified by column chromatography using 5% MeOH/CH2Cl2. The residue is isolated, dissolved in methanol and acidified with acidic methanol. The solution is concentrated to obtain N-[2-(4-(benzoxazol-2-yl)benzyloxy)ethyl]-2-(4-phenylbutoxy)e... The reactants are CCN(CC)C(=O)Nc1ccc(S(=O)(=O)Cl)cc1, CCOC(C)=O, ClCCl, NC1(c2ccccc2)C(=O)Nc2ccc(Cl)c(Cl)c21. Product: CCN(CC)C(=O)Nc1ccc(S(=O)(=O)N2C(=O)C(N)(c3ccccc3)c3c2ccc(Cl)c3Cl)cc1. As a reaction SMILES: [CH2:20]([CH3:21])[N:22]([C:23]([NH:24][c:25]1[cH:26][cH:27][c:28]([S:31](=[O:32])(=[O:33])[Cl:34])[cH:29][cH:30]1)=[O:35])[CH2:36][CH3:37].[CH3:41][CH2:42][O:43][C:44]([CH3:45])=[O:46].[Cl:38][CH2:39][Cl:40].[NH2:1][C:2]1([c:14]2[cH:15][cH:16][cH:17][cH:18][cH:19]2)[C:3](=[O:13])[NH:4][c:5]2[cH:6][cH:7][c:8]([Cl:12])[c:9]([Cl:11])[c:10]21>>[NH2:1][C:2]1([c:14]2[cH:15][cH:16][cH:17][cH:18][cH:19]2)[C:3](=[O:13])[N:4]([S:31]([c:28]2[cH:27][cH:26][c:25]([NH:24][C:23]([N:22]([CH2:20][CH3:21])[CH2:36][CH3:37])=[O:35])[cH:30][cH:29]2)(=[O:32])=[O:33])[c:5]2[cH:6][cH:7][c:8]([Cl:12])[c:9]([Cl:11])[c:10]21.